Dataset: the Open Reaction Database (ORD), a public repository of structured organic reaction records. Task: describe an organic reaction: reactants, conditions, products, and yield Starting materials: O=C([O-])O, C1CNCCN1, CCCCCO, Cc1cc(Cl)ccn1, O=[N+]([O-])O, [Na+], O. The product is Cc1cc(N2CCNCC2)ccn1. As a reaction SMILES: [C:19](=[O:20])([OH:21])[O-:22].[CH2:13]1[CH2:14][NH:15][CH2:16][CH2:17][NH:18]1.[CH2:24]([OH:25])[CH2:26][CH2:27][CH2:28][CH3:29].[Cl:5][c:6]1[cH:7][c:8]([CH3:12])[n:9][cH:10][cH:11]1.[N+:1]([O-:2])([OH:3])=[O:4].[Na+:23].[OH2:30]>>[c:6]1([N:15]2[CH2:14][CH2:13][NH:18][CH2:17][CH2:16]2)[cH:7][c:8]([CH3:12])[n:9][cH:10][cH:11]1. Reactants: OCCCBr, O=C([O-])[O-], CC#N, COc1cccc(CNc2nccc(-c3cc(N4CCNCC4)c4cc(OC)ccc4c3)n2)c1, Cl, Cl, Cl, [K+], [K+], O. Yields the product COc1cccc(CNc2nccc(-c3cc(N4CCN(CCCO)CC4)c4cc(OC)ccc4c3)n2)c1. As a reaction SMILES: [Br:38][CH2:39][CH2:40][CH2:41][OH:42].[C:43](=[O:44])([O-:45])[O-:46].[CH3:49][C:50]#[N:51].[CH3:4][O:5][c:6]1[cH:7][c:8]2[c:9]([N:32]3[CH2:33][CH2:34][NH:35][CH2:36][CH2:37]3)[cH:10][c:11](-[c:16]3[n:17][c:18]([NH:22][CH2:23][c:24]4[cH:25][c:26]([O:30][CH3:31])[cH:27][cH:28][cH:29]4)[n:19][cH:20][cH:21]3)[cH:12][c:13]2[cH:14][cH:15]1.[ClH:1].[ClH:2].[ClH:3].[K+:47].[K+:48].[OH2:52]>>[CH3:4][O:5][c:6]1[cH:7][c:8]2[c:9]([N:32]3[CH2:33][CH2:34][N:35]([CH2:39][CH2:40][CH2:41][OH:42])[CH2:36][CH2:37]3)[cH:10][c:11](-[c:16]3[n:17][c:18]([NH:22][CH2:23][c:24]4[cH:25][c:26]([O:30][CH3:31])[cH:27][cH:28][cH:29]4)[n:19][cH:20][cH:21]3)[cH:12][c:13]2[cH:14][cH:15]1. The reactants are C(C)OC(NN=CC=1N=C(NC1C)CCC)=O (3-[(5-methyl-2-n-propyl-4-imidazolyl)methylene]carbazic acid ethyl ester), C1(=CC=CC=C1)OC1=CC=CC=C1 (diphenyl ether). Yields the product CC=1N=C(N2C(NN=CC21)=O)CCC (8-Methyl-6-n-propyl-imidazo[1,5-d]-as-triazin-4(3H)-one). As a reaction SMILES: C([O:3][C:4](=O)[NH:5][N:6]=[CH:7][C:8]1[N:9]=[C:10]([CH2:14][CH2:15][CH3:16])[NH:11][C:12]=1[CH3:13])C.C1(OC2C=CC=CC=2)C=CC=CC=1>>[CH3:13][C:12]1[N:11]=[C:10]([CH2:14][CH2:15][CH3:16])[N:9]2[C:8]=1[CH:7]=[N:6][NH:5][C:4]2=[O:3]. Reported procedure: A 14.50 gm. portion of 3-[(5-methyl-2-n-propyl-4-imidazolyl)methylene]carbazic acid ethyl ester and 100 ml. of diphenyl ether are reacted as described in Example 70 giving the desired product, m.p. 129.5°-131.5° C. The reactants are S(=O)(=O)(O)O.COC(N)=N (O-methylisourea hydrogen sulfate), C(=O)(O)[O-].[Na+] (NaHCO3), C(C1=CC=CC=C1)OC(=O)C1=C(N=C(NC1C1=CC(=C(C=C1)F)F)OC)CC (5-(Benzyloxycarbonyl)-1,6-dihydro-2-methoxy-4-ethyl-6-(3,4-difluorophenyl)pyrimidine). Run in CN(C)C=O (DMF). Conditions: temperature 70 celsius, time 20 hour. Yields the product C(C1=CC=CC=C1)OC(=O)C1=C(N=C(NC1C1=CC(=C(C=C1)F)F)OC)C (5-(benzyloxycarbonyl)-1,6-dihydro-2-methoxy-4-methyl-6-(3,4-difluorophenyl)pyrimidine). Isolated yield 58.0%. As a reaction SMILES: [CH2:1]([O:8][C:9]([C:11]1[CH:16]([C:17]2[CH:22]=[CH:21][C:20]([F:23])=[C:19]([F:24])[CH:18]=2)[NH:15][C:14]([O:25][CH3:26])=[N:13][C:12]=1[CH2:27]C)=[O:10])[C:2]1[CH:7]=[CH:6][CH:5]=[CH:4][CH:3]=1.S(O)(O)(=O)=O.COC(=N)N.C([O-])(O)=O.[Na+]>CN(C=O)C>[CH2:1]([O:8][C:9]([C:11]1[CH:16]([C:17]2[CH:22]=[CH:21][C:20]([F:23])=[C:19]([F:24])[CH:18]=2)[NH:15][C:14]([O:25][CH3:26])=[N:13][C:12]=1[CH3:27])=[O:10])[C:2]1[CH:7]=[CH:6][CH:5]=[CH:4][CH:3]=1 |f:1.2,3.4|. Procedure: 5-(Benzyloxycarbonyl)-1,6-dihydro-2-methoxy-4-ethyl-6-(3,4-difluorophenyl)pyrimidine. A suspension of benzyl 3-[(3,4-difluorophenyl)methylene]-4-oxopentancate (16.0 g, 48.0 mmol), O-methylisourea hydrogen sulfate (16.65 g, 97.02 mmol), NaHCO3 (16.3 g, 130.2 mmol) in DMF (190 mL) was stirred at 70° C. for 20 h. After cooling to room temperature, the mixture was filtered and the filtrate was diluted with EtOAc (300 mL) and then washed with water (4×100 mL), brine (200 mL) and dried over Na2SO4. Af... Starting materials: FC1=C(C(=CC(=C1)CCC)F)O (2,6-difluoro-4-propylphenol), CC(C)OC(=O)/N=N/C(=O)OC(C)C (DIAD), C1(=CC=CC=C1)P(C1=CC=CC=C1)C1=CC=CC=C1 (triphenylphosphine), ( 1-2 ), FC=1C=C(CO)C=C(C1)F (3,5-difluorobenzyl alcohol). Solvent: C1CCOC1 (THF), O (water), Example 1. Conditions: temperature -10 celsius, time 3 hour. The product is FC1=CC(=CC(=C1)COC1=C(C=C(C=C1F)CCC)F)F (1,3-difluoro-5-[(2,6-difluoro-4-propylphenyloxy)methyl]benzene). Reaction SMILES: [F:1][C:2]1[CH:7]=[C:6]([CH2:8][CH2:9][CH3:10])[CH:5]=[C:4]([F:11])[C:3]=1[OH:12].[F:13][C:14]1[CH:15]=[C:16]([CH:19]=[C:20]([F:22])[CH:21]=1)[CH2:17]O.C1(P(C2C=CC=CC=2)C2C=CC=CC=2)C=CC=CC=1.CC(OC(/N=N/C(OC(C)C)=O)=O)C>O.C1COCC1>[F:13][C:14]1[CH:15]=[C:16]([CH2:17][O:12][C:3]2[C:2]([F:1])=[CH:7][C:6]([CH2:8][CH2:9][CH3:10])=[CH:5][C:4]=2[F:11])[CH:19]=[C:20]([F:22])[CH:21]=1. Reported procedure: Into THF (85 mL), 2,6-difluoro-4-propylphenol obtained in (1-2) in Example 1 (17.2 g), 3,5-difluorobenzyl alcohol (17.2 g), triphenylphosphine (28.9 g) were dissolved, and the product was cooled to −10° C. DIAD (21.2 g) was added thereto at a rate which did not allow the internal temperature to exceed 15° C., and the product was stirred for 3 hours at room temperature. Then, 5 mL of water was added thereto, the solvent was distilled off under reduced pressure, hexane (300 mL) was added thereto, ... The reactants are Cl.C(C)N=C=NCCCN(C)C (1-Ethyl-3-(3-dimethylaminopropyl)carbodiimide hydrochloride), C(\C=C\C1=CC=CC=C1)(=O)O (trans-cinnamic acid), NCCCCN1CC2=CC(=CC=C2CC1)OC (2-(4-aminobutyl)-7-methoxy-1,2,3,4-tetrahydroisoquinoline), ON1N=NC2=C1C=CC=C2 (1-hydroxybenzotriazole), C([O-])([O-])=O.[K+].[K+] (potassium carbonate). Solvent: ClCCl (dichloromethane). Run at time 18 hour. The product is COC1=CC=C2CCN(CC2=C1)CCCCNC(\C=C\C1=CC=CC=C1)=O ((E)-7-Methoxy-2-(4-(3-phenylpropenoyl)aminobutyl)-1,2,3,4-tetrahydroisoquinoline). The yield is 67.9%. Reaction SMILES: Cl.C(N=C=NCCCN(C)C)C.[C:13]([OH:23])(=O)/[CH:14]=[CH:15]/[C:16]1[CH:21]=[CH:20][CH:19]=[CH:18][CH:17]=1.[NH2:24][CH2:25][CH2:26][CH2:27][CH2:28][N:29]1[CH2:38][CH2:37][C:36]2[C:31](=[CH:32][C:33]([O:39][CH3:40])=[CH:34][CH:35]=2)[CH2:30]1.ON1C2C=CC=CC=2N=N1.C(=O)([O-])[O-].[K+].[K+]>ClCCl>[CH3:40][O:39][C:33]1[CH:32]=[C:31]2[C:36]([CH2:37][CH2:38][N:29]([CH2:28][CH2:27][CH2:26][CH2:25][NH:24][C:13](=[O:23])/[CH:14]=[CH:15]/[C:16]3[CH:17]=[CH:18][CH:19]=[CH:20][CH:21]=3)[CH2:30]2)=[CH:35][CH:34]=1 |f:0.1,5.6.7|. Procedure details: 1-Ethyl-3-(3-dimethylaminopropyl)carbodiimide hydrochloride (0.41 g, 2.14 mmol) was added to a solution of trans-cinnamic acid (0.317 g, 2.14 mmol), 2-(4-aminobutyl)-7-methoxy-1,2,3,4-tetrahydroisoquinoline (0.5 g, 2.14 mmol) and 1-hydroxybenzotriazole (0.1 g, 0.7 mmol) in dichloromethane (8 ml). The mixture was shaken for 18 h, saturated aqueous potassium carbonate (5 ml) added and shaking continued for a further 1 h. The organic layer was chromatographed on silica gel using 10-100% ethyl aceta... The reactants are N1=CC=C(C=C1)CN1C(NCCC1)=C[N+](=O)[O-] (1-(4-pyridylmethyl)-2-(nitromethylene)tetrahydropyrimidine), O.C1(=CC=C(C=C1)S(=O)(=O)O)C (p-toluenesulfonic acid hydrate). Solvent: CC(=O)C (acetone), C(Cl)(Cl)Cl (chloroform). Reaction conditions: time 2 hour. Product: CC=1C=CC(=CC1)S(=O)(=O)O (p-toluenesulfonate). The yield is 210.4%. Reaction SMILES: N1C=CC(CN2CCCNC2=C[N+]([O-])=O)=CC=1.O.[C:19]1([CH3:29])[CH:24]=[CH:23][C:22]([S:25]([OH:28])(=[O:27])=[O:26])=[CH:21][CH:20]=1>CC(C)=O.C(Cl)(Cl)Cl>[CH3:29][C:19]1[CH:24]=[CH:23][C:22]([S:25]([OH:28])(=[O:27])=[O:26])=[CH:21][CH:20]=1 |f:1.2|. Procedure details: Compound No. 1 (0.73 g) obtained in Example 1 was dissolved in a mixed solvent of acetone (10 ml) and chloroform (50 ml), and p-toluenesulfonic acid hydrate (0.63 g) was added. The mixture was vigorously shaken for 2 hours, and then allowed to stand at room temperature for 3 hour. The precipitated crystals were collected by filtration, and fully washed with acetone to give the p-toluenesulfonate (1.2 g) of compound No. 1 of this invention. mp. 170°-176° C. The reactants are FC[C@H]1CC(OC1)=O ((S)-4-fluoromethyl-dihydro-furan-2-one), NC=1C=CCN2C1C1=CC=CC=C1C=C2 (amino-pyrido[2,1-a]isoquinoline). The product is hydroxymethyl, C=1C=CCN2C1C1=CC=CC=C1C=C2 (pyrido[2,1-a]isoquinoline). RXN SMILES: FC[C@@H]1COC(=O)C1.N[C:10]1[CH:11]=[CH:12][CH2:13][N:14]2[CH:23]=[CH:22][C:21]3[C:16](=[CH:17][CH:18]=[CH:19][CH:20]=3)[C:15]=12>>[CH:10]1[CH:11]=[CH:12][CH2:13][N:14]2[CH:23]=[CH:22][C:21]3[C:16](=[CH:17][CH:18]=[CH:19][CH:20]=3)[C:15]=12. Reported procedure: According to still another embodiment (Scheme 5) the (S)-4-fluoromethyl-dihydro-furan-2-one is directly coupled with the amino-pyrido[2,1-a]isoquinoline derivative (XIII) to form the hydroxymethyl derivative of the pyrido[2,1-a]isoquinoline (XIV), which was subsequently cyclized to the fluoromethyl-pyrrolidin-2-one derivative (XV). The latter can be deprotected to yield the desired pyrido[2,1-a]isoquinoline derivative (II). Yields the product C(C)OC(CC1=CC2=CN(N=C2C=C1)CC(C)C)=O (ethyl[2-(2-methylpropyl)indazol-5-yl]acetate). Isolated yield 126.9%. Reagents/catalysts: C(C)(=O)[O-].[Pd+2].C(C)(=O)[O-] (palladium acetate), C1(=CC=CC=C1)C (toluene). Run in C1(=CC=CC=C1)C (toluene), C(C)OCC (diethyl ether). Run at temperature 90 celsius. Reactants: BrC1=CC2=CN(N=C2C=C1)CC(C)C (5-Bromo-2-(2-methylpropyl)indazole), C[Si](C)(C)CC(=O)OCC (Ethyl trimethylsilylacetate), CC(C)([O-])C.[K+] (potassium tert-butoxide), C(C)(C)(C)P(C(C)(C)C)C(C)(C)C (tri-tert-butylphosphine). Reaction SMILES: Br[C:2]1[CH:10]=[CH:9][C:8]2[C:4](=[CH:5][N:6]([CH2:11][CH:12]([CH3:14])[CH3:13])[N:7]=2)[CH:3]=1.C[Si]([CH2:19][C:20]([O:22][CH2:23][CH3:24])=[O:21])(C)C.CC(C)([O-])C.[K+].C(P(C(C)(C)C)C(C)(C)C)(C)(C)C>C1(C)C=CC=CC=1.C(OCC)C.C([O-])(=O)C.[Pd+2].C([O-])(=O)C>[CH2:23]([O:22][C:20](=[O:21])[CH2:19][C:2]1[CH:10]=[CH:9][C:8]2[C:4](=[CH:5][N:6]([CH2:11][CH:12]([CH3:14])[CH3:13])[N:7]=2)[CH:3]=1)[CH3:24] |f:2.3,7.8.9|. Procedure: 5-Bromo-2-(2-methylpropyl)indazole (1.41 g, 0.0056 mol) and palladium acetate (0.063 g, 0.00028 mol) were stirred in toluene (10 ml) under an atmosphere of nitrogen. Ethyl trimethylsilylacetate (2.35 ml, 0.0115 mol), potassium tert-butoxide (0.66 g, 0.059 mol) and a 10% w/v solution of tri-tert-butylphosphine in toluene (0.97 ml, 0.00048 mol) were added sequentially and then the mixture was heated to 90° C. for 105 minutes. The mixture was cooled to room temperature, diluted with diethyl ether a...